Dataset: the Open Reaction Database (ORD), a public repository of structured organic reaction records. Task: describe an organic reaction: reactants, conditions, products, and yield Reactants: NCc1ccc(F)c(Br)c1, O=C1CCCC(=O)O1, C1CCOC1, CCN(C(C)C)C(C)C, Cl. Yields the product O=C(O)CCCC(=O)NCc1ccc(F)c(Br)c1. As a reaction SMILES: [Br:10][c:11]1[cH:12][c:13]([CH2:18][NH2:19])[cH:14][cH:15][c:16]1[F:17].[C:1]1(=[O:8])[CH2:2][CH2:3][CH2:4][C:5](=[O:6])[O:7]1.[CH2:29]1[O:30][CH2:31][CH2:32][CH2:33]1.[CH:20]([N:21]([CH:22]([CH3:23])[CH3:24])[CH2:25][CH3:26])([CH3:27])[CH3:28].[ClH:9]>>[C:1]([CH2:2][CH2:3][CH2:4][C:5](=[O:6])[NH:19][CH2:18][c:13]1[cH:12][c:11]([Br:10])[c:16]([F:17])[cH:15][cH:14]1)([OH:7])=[O:8].